From a dataset of the Open Reaction Database (ORD), a public repository of structured organic reaction records. describe an organic reaction: reactants, conditions, products, and yield The reactants are CCCCC1=C(C=2C=C(C=CC2O1)NS(=O)(=O)C)C(=O)C=3C=CC(=CC3)OCCCN(CCCC)CCCC (dronedarone), C(CCC)C=1OC2=C(C1)C=C(C=C2)[N+](=O)[O-] (2-n-butyl-5-nitro-benzofuran), [H][H] (hydrogen). The reagents and catalysts are [Pt]=O (platinum oxide). The product is C(CCC)C=1OC2=C(C1)C=C(C=C2)N (2-n-butyl-5-amino-benzofuran). Reaction SMILES: [CH3:1][CH2:2][CH2:3][CH2:4][C:5]1[O:13][C:12]2[CH:11]=[CH:10][C:9]([NH:14]S(C)(=O)=O)=[CH:8][C:7]=2[C:6]=1C(C1C=CC(OCCCN(CCCC)CCCC)=CC=1)=O.C(C1OC2C=CC([N+]([O-])=O)=CC=2C=1)CCC.[H][H]>[Pt]=O>[CH2:4]([C:5]1[O:13][C:12]2[CH:11]=[CH:10][C:9]([NH2:14])=[CH:8][C:7]=2[CH:6]=1)[CH2:3][CH2:2][CH3:1]. Procedure: Patent application WO0248132 describes a method for the synthesis of dronedarone using 2-n-butyl-5-nitro-benzofuran which is reduced, under pressure, with hydrogen in the presence of platinum oxide as catalyst in order to form 2-n-butyl-5-amino-benzofuran. This benzofuran derivative is then subjected to the action of methanesulfonyl chloride, which gives 2-n-butyl-5-methanesulfonamido-benzofuran which is treated with 4-[3-(di-n-butylamino)-propoxy]-benzoyl chloride to give dronedarone. Reactants: N[C@H](CCSC)C(=O)O (D-Methionine), N(=O)[O-].[Na+] (NaNO2). The solvent is O (H2O). Run at time 18 hour. The product is O[C@@H](C(=O)O)CCSC ((R)-2-Hydroxy-4-(methylthio)butyric Acid). Isolated yield 10.0%. Reaction SMILES: N[C@@H:2]([C:7]([OH:9])=[O:8])[CH2:3][CH2:4][S:5][CH3:6].N([O-])=[O:11].[Na+]>O>[OH:11][C@H:2]([CH2:3][CH2:4][S:5][CH3:6])[C:7]([OH:9])=[O:8] |f:1.2|. Procedure details: D-Methionine (100 g, 0.67 mol) was dissolved in 600 ml of 10% H 2SO4 and cooled to 0°-5° C. A solution of NaNO2 (58 g, 0.84 mol) in 100 ml of H2O, also chilled to 0°-5° C., was added dropwise over 1.5 hours, maintaining the temperature of the reaction mixture at 10° C. or less by means of an ice water bath. After stirring for 18 hours at room temperature, the mixture was extracted 9×200 ml ethyl acetate. The organic extracts were combined, dried over MgSO4, and stripped to yield 10.1 g of title ... The reactants are OC=1C=NC2=CC=C(C=C2C1C(=O)O)I (3-hydroxy-6-iodoquinoline-4-carboxylic acid), [N+](=O)([O-])C1=CC=CC=C1 (1-nitrobenzene), CCN(C(C)C)C(C)C (Hunig's base), suspension. Reaction conditions: temperature 210 celsius, time 3 hour. Yields the product IC=1C=C2C=C(C=NC2=CC1)O (6-iodoquinolin-3-ol). Reaction SMILES: [OH:1][C:2]1[CH:3]=[N:4][C:5]2[C:10]([C:11]=1C(O)=O)=[CH:9][C:8]([I:15])=[CH:7][CH:6]=2.[N+](C1C=CC=CC=1)([O-])=O.CCN(C(C)C)C(C)C>>[I:15][C:8]1[CH:9]=[C:10]2[C:5](=[CH:6][CH:7]=1)[N:4]=[CH:3][C:2]([OH:1])=[CH:11]2. Procedure: 3-hydroxy-6-iodoquinoline-4-carboxylic acid (22 g, 70 mmol) was suspended in 1-nitrobenzene (143 ml, 1397 mmol) followed by adding Hunig's base (25 mL)—the suspension was completely dissolved. The resulting mixture was heated to reflux (210° C.) under N2. After 3 h, LC/MS showed no sign of starting material mass. The reaction mixture was cooled to rt; solvent was removed as much as possible in vacuo. The crude product was redissolved in DCM/MeOH and the solid was collected by filtration. The sol... Reactants: [O-]P([O-])(=O)OP(=O)([O-])[O-].[Na+].[Na+].[Na+].[Na+] (sodium pyrophosphate), Cl (hydrochloric acid), N1CCNCC1 (piperazine). The solvent is O (water), O (water). Reaction conditions: temperature 10 celsius, time 3 hour. The product is OP(O)(=O)OP(=O)(O)O.N1CCNCC1 (piperazine pyrophosphate). Isolated yield 46.0%. RXN SMILES: [O-:1][P:2]([O:5][P:6]([O-:9])([O-:8])=[O:7])(=[O:4])[O-:3].[Na+].[Na+].[Na+].[Na+].Cl.[NH:15]1[CH2:20][CH2:19][NH:18][CH2:17][CH2:16]1>O>[OH:3][P:2]([O:5][P:6]([OH:9])([OH:8])=[O:7])(=[O:1])[OH:4].[NH:15]1[CH2:20][CH2:19][NH:18][CH2:17][CH2:16]1 |f:0.1.2.3.4,8.9|. Reported procedure: In 300 g of water was dispersed 0.5 mol of sodium pyrophosphate. The dispersion was cooled to 10° C., and 1 mol of hydrochloric acid was added thereto. To the dispersion was added 0.5 mol of piperazine (purity: 97%) dissolved in 800 g of water at 20° C. or lower, whereupon a white solid precipitated. The reaction system was stirred at 10° C. for 3 hours. The white solid was collected by filtration and washed with water. To the filtrate was added 300 g of methanol, and the thus precipitated white... Starting materials: C(C=C)OC(C1=CC(=CC(=C1)[N+](=O)[O-])C(N(C)OCC=C)=O)=O (3-(N-methyl-allyloxycarbamoyl)-5-nitro-benzoic acid allyl ester), O.O.[Sn](Cl)Cl (tin(II) chloride dihydrate), N (ammonia). Solvent: C(C)(=O)OCC (ethyl acetate). Yields the product C(C=C)OC(C1=CC(=CC(=C1)C(N(C)OCC=C)=O)N)=O (3-amino-5(N-methyl-allyloxycarbamoyl)-benzoic acid allyl ester). Isolated yield 99.6%. Reaction SMILES: [CH2:1]([O:4][C:5](=[O:23])[C:6]1[CH:11]=[C:10]([N+:12]([O-])=O)[CH:9]=[C:8]([C:15](=[O:22])[N:16]([O:18][CH2:19][CH:20]=[CH2:21])[CH3:17])[CH:7]=1)[CH:2]=[CH2:3].O.O.[Sn](Cl)Cl.N>C(OCC)(=O)C>[CH2:1]([O:4][C:5](=[O:23])[C:6]1[CH:7]=[C:8]([C:15](=[O:22])[N:16]([O:18][CH2:19][CH:20]=[CH2:21])[CH3:17])[CH:9]=[C:10]([NH2:12])[CH:11]=1)[CH:2]=[CH2:3] |f:1.2.3|. Procedure: A mixture of (8(b)) (0.523 g), tin(II) chloride dihydrate (1.84 g) and ethyl acetate (50 ml) was heated under reflux for 6 hours. The mixture was allowed to cool to ambient temperature and ammonia solution (sp. g. 0.880) was added dropwise until the solution reached pH 8. The white precipitate which had formed was filtered off. washed with ethyl acetate (2×50 ml) and the combined washings and filtrate evaporated to dryness to give the desired starting material (8(c)) as a yellow oil (0.472 g). Starting materials: CN1C2CC(CC1CC2)NC(=O)C2=NNC1=CC=C(C=C21)Br (N-(8-methyl-8-azabicyclo[3.2.1]octan-3-yl)-5-bromo-1H-indazole-3-carboxamide), O1C=C(C=C1)B(O)O (furan-3-boronic acid), F[B-](F)(F)F.C(C)(C)(C)P(C(C)(C)C)C(C)(C)C (tri-tert-butylphosphine tetrafluoroborate), C([O-])([O-])=O.[K+].[K+] (potassium carbonate). Yield: 4.0%. Product: O1C=C(C=C1)C=1C=C2C(=NNC2=CC1)C(=O)NC1CC2CCC(C1)N2C (5-(3-Furyl)-N-(8-methyl-8-azabicyclo[3.2.1]oct-3-yl)-1H-indazole-3-carboxamide). RXN SMILES: [CH3:1][N:2]1[CH:7]2[CH2:8][CH2:9][CH:3]1[CH2:4][CH:5]([NH:10][C:11]([C:13]1[C:21]3[C:16](=[CH:17][CH:18]=[C:19](Br)[CH:20]=3)[NH:15][N:14]=1)=[O:12])[CH2:6]2.[O:23]1[CH:27]=[CH:26][C:25](B(O)O)=[CH:24]1.F[B-](F)(F)F.C(P(C(C)(C)C)C(C)(C)C)(C)(C)C.C(=O)([O-])[O-].[K+].[K+]>C1C=CC(/C=C/C(/C=C/C2C=CC=CC=2)=O)=CC=1.C1C=CC(/C=C/C(/C=C/C2C=CC=CC=2)=O)=CC=1.C1C=CC(/C=C/C(/C=C/C2C=CC=CC=2)=O)=CC=1.[Pd].[Pd]>[O:23]1[CH:27]=[CH:26][C:25]([C:19]2[CH:20]=[C:21]3[C:16](=[CH:17][CH:18]=2)[NH:15][N:14]=[C:13]3[C:11]([NH:10][CH:5]2[CH2:4][CH:3]3[N:2]([CH3:1])[CH:7]([CH2:8][CH2:9]3)[CH2:6]2)=[O:12])=[CH:24]1 |f:2.3,4.5.6,7.8.9.10.11|. Procedure details: In a 5 mL microwave reaction vessel was added N-(8-methyl-8-azabicyclo[3.2.1]octan-3-yl)-5-bromo-1H-indazole-3-carboxamide (0.286 mmol), furan-3-boronic acid (0.588 mmol), tris(dibenzylideneacetone)dipalladium (0) (0.0289 mmol), tri-tert-butylphosphine tetrafluoroborate (0.0579 mmol), and potassium carbonate (0.810 mmol). The vessel was evacuated, back-filled with argon gas, and the contents diluted with N,N-dimethylformamide (5.0 mL). The vessel was sealed and subjected to microwave irradiation... Reagents/catalysts: C=1C=CC(=CC1)/C=C/C(=O)/C=C/C2=CC=CC=C2.C=1C=CC(=CC1)/C=C/C(=O)/C=C/C2=CC=CC=C2.C=1C=CC(=CC1)/C=C/C(=O)/C=C/C2=CC=CC=C2.[Pd].[Pd] (tris(dibenzylideneacetone)dipalladium).